The task is: describe an organic reaction: reactants, conditions, products, and yield. This data is from the Open Reaction Database (ORD), a public repository of structured organic reaction records. Reactants: NCC1=CNC(N1[C@@H]1CC2=CC(=CC(=C2CC1)F)F)=S ((S)-5-aminomethyl-1-(5,7-difluoro-1,2,3,4-tetrahydronaphthalen-2-yl)-1,3-dihydroimidazole-2-thione), Cl (hydrogen chloride). Run in CO (methanol), C(C)OCC (ethyl ether). The product is Cl.NCC1=CNC(N1[C@@H]1CC2=CC(=CC(=C2CC1)F)F)=S ((S)-5-aminomethyl-1-(5,7-difluoro-1,2,3,4-tetrahydronaphthalen-2-yl)-1,3-dihydroimidazole-2-thione hydrochloride). RXN SMILES: [NH2:1][CH2:2][C:3]1[N:7]([C@H:8]2[CH2:17][CH2:16][C:15]3[C:10](=[CH:11][C:12]([F:19])=[CH:13][C:14]=3[F:18])[CH2:9]2)[C:6](=[S:20])[NH:5][CH:4]=1.[ClH:21]>CO.C(OCC)C>[ClH:21].[NH2:1][CH2:2][C:3]1[N:7]([C@H:8]2[CH2:17][CH2:16][C:15]3[C:10](=[CH:11][C:12]([F:19])=[CH:13][C:14]=3[F:18])[CH2:9]2)[C:6](=[S:20])[NH:5][CH:4]=1 |f:4.5|. Procedure details: The (S)-5-aminomethyl-1-(5,7-difluoro-1,2,3,4-tetrahydronaphthalen-2-yl)-1,3-dihydroimidazole-2-thione was dissolved in methanol and treated with 1.5 equivalents of anhydrous hydrogen chloride in ethyl ether. Removal of the solvents by co-evaporation with ethyl acetate gave (S)-5-aminomethyl-1-(5,7-difluoro-1,2,3,4-tetrahydronaphthalen-2-yl)-1,3-dihydroimidazole-2-thione hydrochloride, m.p. 245° C., [aα]D25 =11.30° (c=0.5, DMSO).